From a dataset of the Open Reaction Database (ORD), a public repository of structured organic reaction records. describe an organic reaction: reactants, conditions, products, and yield Reactants: C(C)C=1C(=NC=2N(C1C)C=C(N2)C(O)C2=CC=C(C=C2)OC)OC ((6-ethyl-7-methoxy-5-methyl imidazo[1,2-a]pyrimidin-2-yl)(4-methoxyphenyl)methanol). Reagents/catalysts: [O-2].[O-2].[Mn+4] (manganese dioxide). The solvent is C(Cl)(Cl)Cl (chloroform). Conditions: time 18 hour. Product: C(C)C=1C(=NC=2N(C1C)C=C(N2)C(=O)C2=CC=C(C=C2)OC)OC ((6-ethyl-7-methoxy-5-methylimidazo[1,2-a]pyrimidin-2-yl)(4-methoxyphenyl)methanone). Isolated yield 59.6%. RXN SMILES: [CH2:1]([C:3]1[C:4]([O:23][CH3:24])=[N:5][C:6]2[N:7]([CH:10]=[C:11]([CH:13]([C:15]3[CH:20]=[CH:19][C:18]([O:21][CH3:22])=[CH:17][CH:16]=3)[OH:14])[N:12]=2)[C:8]=1[CH3:9])[CH3:2]>C(Cl)(Cl)Cl.[O-2].[O-2].[Mn+4]>[CH2:1]([C:3]1[C:4]([O:23][CH3:24])=[N:5][C:6]2[N:7]([CH:10]=[C:11]([C:13]([C:15]3[CH:20]=[CH:19][C:18]([O:21][CH3:22])=[CH:17][CH:16]=3)=[O:14])[N:12]=2)[C:8]=1[CH3:9])[CH3:2] |f:2.3.4|. Procedure details: 10 g of activated manganese dioxide were added to a solution of 2.2 g (6.7 mmol) of (6-ethyl-7-methoxy-5-methyl imidazo[1,2-a]pyrimidin-2-yl)(4-methoxyphenyl)methanol in 100 ml of chloroform and the mixture was stirred at room temperature for 18 hours. The mixture was filtered through celite and evaporation of the filtrate gave a solid product. Purification on a 100 g silica gel column using chloroform-methanol (98 to 2) as the eluant gave 1.3 g (59% yield) of pure (6-ethyl-7-methoxy-5-methylimi... Starting materials: ClC1=C(C=NC(=C1)C(F)(F)F)CO ([4-Chloro-6-(trifluoromethyl)pyridin-3-yl]methanol), O=S(Cl)Cl (SOCl2). Yields the product ClC1=CC(=NC=C1CCl)C(F)(F)F (4-chloro-5-(chloromethyl)-2-(trifluoromethyl)pyridine). Reported procedure: [4-Chloro-6-(trifluoromethyl)pyridin-3-yl]methanol (Int-12) (90 g, 0.426 mol) was added to SOCl2 (700 mL) slowly with ice bath, the mixture was refluxed for 1 hour. The mixture was concentrated and the residue was poured into water (1 L). The mixture was adjusted to pH=7-8 with solid NaHCO3. The mixture was extracted with ethyl acetate (500 mL*3). The combined organic layer was concentrated to yield 4-chloro-5-(chloromethyl)-2-(trifluoromethyl)pyridine (Int-13) (80 g, 87%) as brown syrup which w... Reaction SMILES: [Cl:1][C:2]1[CH:7]=[C:6]([C:8]([F:11])([F:10])[F:9])[N:5]=[CH:4][C:3]=1[CH2:12]O.O=S(Cl)[Cl:16]>>[Cl:1][C:2]1[C:3]([CH2:12][Cl:16])=[CH:4][N:5]=[C:6]([C:8]([F:11])([F:10])[F:9])[CH:7]=1. Isolated yield 87.0%. Procedure details: For example, a known compound, γ-phenyl-γ-butyrolactone having a melting point of 36° C. to 37° C. is reacted with a phenol derivative having the general formula: ##STR9## wherein R2 represents a hydrogen atom or an alkyl group having 1 to 3 carbon atoms in the presence of a base such as sodium alkoxide, potassium alkoxide, sodium hydroxide, potassium hydroxide, sodium hydride, or sodium metal to form a 4-phenyl butyric acid derivative having the general formula: ##STR10## wherein R2 is the same... RXN SMILES: [C:1]1([CH:7]2[O:12][C:10](=[O:11])[CH2:9][CH2:8]2)[CH:6]=[CH:5][CH:4]=[CH:3][CH:2]=1.C1(O)C=CC=CC=1.[OH-].[Na+].[OH-].[K+].[H-].[Na+].[Na]>>[C:1]1([CH2:7][CH2:8][CH2:9][C:10]([OH:12])=[O:11])[CH:6]=[CH:5][CH:4]=[CH:3][CH:2]=1 |f:2.3,4.5,6.7,^1:25|. Reactants: C1(=CC=CC=C1)C1CCC(=O)O1 (γ-phenyl-γ-butyrolactone), [OH-].[Na+] (sodium hydroxide), potassium alkoxide, [Na] (sodium), [H-].[Na+] (sodium hydride), C1(=CC=CC=C1)O (phenol), sodium alkoxide, [OH-].[K+] (potassium hydroxide). Yields the product C1(=CC=CC=C1)CCCC(=O)O (4-phenyl butyric acid). Reactants: O (water), BrC1=CN=C(C=2N1C=C(N2)C#C)N2CCOCC2 (4-(5-Bromo-2-ethynylimidazo[1,2-a]pyrazin-8-yl)morpholine), BrC1=NC2=CC=CC=C2C=C1 (2-bromoquinoline), CCN(C(C)C)C(C)C (DIEA). Reagents/catalysts: [Cu]I (CuI), Cl[Pd]([P](C1=CC=CC=C1)(C2=CC=CC=C2)C3=CC=CC=C3)([P](C4=CC=CC=C4)(C5=CC=CC=C5)C6=CC=CC=C6)Cl ((Ph3P)2PdCl2). Solvent: CN(C)C=O (DMF). Reaction conditions: time 8 hour. Product: BrC1=CN=C(C=2N1C=C(N2)C#CC2=NC1=CC=CC=C1C=C2)N2CCOCC2 (4-(5-Bromo-2-(quinolin-2-ylethynyl)imidazo[1,2-a]pyrazin-8-yl)morpholine). Reaction SMILES: [Br:1][C:2]1[N:7]2[CH:8]=[C:9]([C:11]#[CH:12])[N:10]=[C:6]2[C:5]([N:13]2[CH2:18][CH2:17][O:16][CH2:15][CH2:14]2)=[N:4][CH:3]=1.Br[C:20]1[CH:29]=[CH:28][C:27]2[C:22](=[CH:23][CH:24]=[CH:25][CH:26]=2)[N:21]=1.CCN(C(C)C)C(C)C.O>CN(C=O)C.[Cu]I.Cl[Pd](Cl)([P](C1C=CC=CC=1)(C1C=CC=CC=1)C1C=CC=CC=1)[P](C1C=CC=CC=1)(C1C=CC=CC=1)C1C=CC=CC=1>[Br:1][C:2]1[N:7]2[CH:8]=[C:9]([C:11]#[C:12][C:20]3[CH:29]=[CH:28][C:27]4[C:22](=[CH:23][CH:24]=[CH:25][CH:26]=4)[N:21]=3)[N:10]=[C:6]2[C:5]([N:13]2[CH2:14][CH2:15][O:16][CH2:17][CH2:18]2)=[N:4][CH:3]=1 |^1:49,68|. Reported procedure: To a stirred solution of compound 80a (200 mg, 0.7 mmol) and 2-bromoquinoline (0.800 mg, 4 mmol) in dry DMF (5 mL) and DIEA (0.7 mL, 4 mmol) under an Argon gas atmosphere, CuI (12 mg, 0.06 mmol) and (Ph3P)2PdCl2 (46 mg, 0.06 mmol) were added. The reaction was stirred at rt overnight, poured into water (50 mL) and extracted with DCM (3×30 mL). The combined organic extracts were washed with water (20 mL), brine (2×20 mL), dried over Na2SO4, filtered and concentrated under reduced pressure. The res... Run in COCCOC (1,2-dimethoxyethane). Procedure details: Tris-(dibenzylidene-acetone)-dipalladium (0.05 mmol), (2′-dicyclohexylphosphanyl-biphenyl-2-yl)-dimethyl-amine (0.1 mmol) and potassium carbonate (4.6 mmol) are suspended in 1,2-dimethoxyethane (10 ml) in an oxygen-free atmosphere (N2). 4-Bromo-benzoic acid methyl ester (3.3 mmol) and 1-isopropyl-piperazine (3.9 mmol) are added and the stirred mixture is heated under reflux for 28 hours. After cooling the solvent is evaporated and water is added to the residue, which is then extracted three time... RXN SMILES: C1(P(C2CCCCC2)C2C=CC=CC=2C2C=CC=CC=2N(C)C)CCCCC1.C(=O)([O-])[O-].[K+].[K+].O=O.N#N.[CH3:39][O:40][C:41](=[O:49])[C:42]1[CH:47]=[CH:46][C:45](Br)=[CH:44][CH:43]=1.[CH:50]([N:53]1[CH2:58][CH2:57][NH:56][CH2:55][CH2:54]1)([CH3:52])[CH3:51]>COCCOC>[CH3:39][O:40][C:41](=[O:49])[C:42]1[CH:47]=[CH:46][C:45]([N:56]2[CH2:57][CH2:58][N:53]([CH:50]([CH3:52])[CH3:51])[CH2:54][CH2:55]2)=[CH:44][CH:43]=1 |f:1.2.3|. Starting materials: Tris-(dibenzylidene-acetone) dipalladium, O=O (oxygen), N#N (N2), C1(CCCCC1)P(C1=C(C=CC=C1)C1=C(C=CC=C1)N(C)C)C1CCCCC1 ((2′-dicyclohexylphosphanyl-biphenyl-2-yl)-dimethyl-amine), C([O-])([O-])=O.[K+].[K+] (potassium carbonate), COC(C1=CC=C(C=C1)Br)=O (4-Bromo-benzoic acid methyl ester), C(C)(C)N1CCNCC1 (1-isopropyl-piperazine). The product is COC(C1=CC=C(C=C1)N1CCN(CC1)C(C)C)=O (4-[4-Isopropyl-piperazin-1-yl]-benzoic acid methyl ester). Starting materials: F[B-](F)(F)F, C1CCOC1, CC(=O)O, CCOC(C)=O, CCN(C(C)C)C(C)C, Cc1cccc(C)c1C(CN1CCCCC1)NCCCc1c(F)cccc1F, [Na+], O=C([O-])O, CN(C)C(On1nnc2ccccc21)=[N+](C)C. The product is CC(=O)N(CCCc1c(F)cccc1F)C(CN1CCCCC1)c1c(C)cccc1C. RXN SMILES: [B-:42]([F:43])([F:44])([F:45])[F:46].[CH2:69]1[O:70][CH2:71][CH2:72][CH2:73]1.[CH3:38][C:39]([OH:40])=[O:41].[CH3:74][CH2:75][O:76][C:77](=[O:78])[CH3:79].[CH:29]([N:30]([CH2:31][CH3:32])[CH:33]([CH3:34])[CH3:35])([CH3:36])[CH3:37].[F:1][c:2]1[c:3]([CH2:9][CH2:10][CH2:11][NH:12][CH:13]([CH2:14][N:15]2[CH2:16][CH2:17][CH2:18][CH2:19][CH2:20]2)[c:21]2[c:22]([CH3:28])[cH:23][cH:24][cH:25][c:26]2[CH3:27])[c:4]([F:8])[cH:5][cH:6][cH:7]1.[Na+:68].[O-:64][C:65]([OH:66])=[O:67].[n:47]1([O:48][C:49]([N:50]([CH3:51])[CH3:52])=[N+:53]([CH3:54])[CH3:55])[c:56]2[cH:57][cH:58][cH:59][cH:60][c:61]2[n:62][n:63]1>>[F:1][c:2]1[c:3]([CH2:9][CH2:10][CH2:11][N:12]([CH:13]([CH2:14][N:15]2[CH2:16][CH2:17][CH2:18][CH2:19][CH2:20]2)[c:21]2[c:22]([CH3:28])[cH:23][cH:24][cH:25][c:26]2[CH3:27])[C:39]([CH3:38])=[O:40])[c:4]([F:8])[cH:5][cH:6][cH:7]1.